Dataset: the Open Reaction Database (ORD), a public repository of structured organic reaction records. Task: describe an organic reaction: reactants, conditions, products, and yield Starting materials: FC(C)(F)C1=CC=C(O1)CN1N=CC(=C1)N (1-[5-(1,1-difluoro-ethyl)-furan-2-ylmethyl]-1H-pyrazol-4-ylamine), CC=1OC(=C(N1)C(=O)O)C=1C=C(C=CC1)C (2-methyl-5-m-tolyl-oxazole-4-carboxylic acid), 05b. Yields the product FC(C)(F)C1=CC=C(O1)CN1N=CC(=C1)NC(=O)C=1N=C(OC1C=1C=C(C=CC1)C)C (2-Methyl-5-m-tolyl-oxazole-4-carboxylic acid {1-[5-(1,1-difluoro-ethyl)-furan-2-ylmethyl]-1H-pyrazol-4-yl}-amide). Reaction SMILES: [F:1][C:2]([C:5]1[O:9][C:8]([CH2:10][N:11]2[CH:15]=[C:14]([NH2:16])[CH:13]=[N:12]2)=[CH:7][CH:6]=1)([F:4])[CH3:3].[CH3:17][C:18]1[O:19][C:20]([C:26]2[CH:27]=[C:28]([CH3:32])[CH:29]=[CH:30][CH:31]=2)=[C:21]([C:23](O)=[O:24])[N:22]=1>>[F:4][C:2]([C:5]1[O:9][C:8]([CH2:10][N:11]2[CH:15]=[C:14]([NH:16][C:23]([C:21]3[N:22]=[C:18]([CH3:17])[O:19][C:20]=3[C:26]3[CH:27]=[C:28]([CH3:32])[CH:29]=[CH:30][CH:31]=3)=[O:24])[CH:13]=[N:12]2)=[CH:7][CH:6]=1)([F:1])[CH3:3]. Reported procedure: Following general procedure B, starting from 1-[5-(1,1-difluoro-ethyl)-furan-2-ylmethyl]-1H-pyrazol-4-ylamine and 2-methyl-5-m-tolyl-oxazole-4-carboxylic acid. LC-MS-conditions 05b: tR=1.17 min; [M+H]+=427.12. The reactants are CCN=C=NCCCN(C)C, COc1cc2ncnc(Oc3ccc(OCC(=O)O)cc3)c2cc1OC, ClC(Cl)Cl, Cl, [Na+], O, On1nnc2ccccc21, O=C([O-])O, c1ccc(C2CCNCC2)cc1. The product is COc1cc2ncnc(Oc3ccc(OCC(=O)N4CCC(c5ccccc5)CC4)cc3)c2cc1OC. Reaction SMILES: [CH2:28]([N:29]=[C:30]=[N:31][CH2:32][CH2:33][CH2:34][N:35]([CH3:36])[CH3:37])[CH3:38].[CH3:1][O:2][c:3]1[cH:4][c:5]2[c:6]([O:15][c:16]3[cH:17][cH:18][c:19]([O:20][CH2:21][C:22](=[O:23])[OH:24])[cH:25][cH:26]3)[n:7][cH:8][n:9][c:10]2[cH:11][c:12]1[O:13][CH3:14].[CH:67]([Cl:68])([Cl:69])[Cl:70].[ClH:27].[Na+:62].[OH2:49].[OH:39][n:40]1[c:41]2[c:42]([cH:43][cH:44][cH:45][cH:46]2)[n:47][n:48]1.[OH:63][C:64](=[O:65])[O-:66].[c:50]1([CH:56]2[CH2:57][CH2:58][NH:59][CH2:60][CH2:61]2)[cH:51][cH:52][cH:53][cH:54][cH:55]1>>[CH3:1][O:2][c:3]1[cH:4][c:5]2[c:6]([O:15][c:16]3[cH:17][cH:18][c:19]([O:20][CH2:21][C:22](=[O:23])[N:59]4[CH2:58][CH2:57][CH:56]([c:50]5[cH:51][cH:52][cH:53][cH:54][cH:55]5)[CH2:61][CH2:60]4)[cH:25][cH:26]3)[n:7][cH:8][n:9][c:10]2[cH:11][c:12]1[O:13][CH3:14]. Starting materials: CCOC(=O)C(=O)c1csc(NC(=O)Nc2ccc(Br)cc2)n1, CCO, [Cl-], N, [NH4+], O=C(O)CN1C(=O)CSC1=S. Product: CCOC(=O)C(=C1SC(=S)N(CC(=O)O)C1=O)c1csc(NC(=O)Nc2ccc(Br)cc2)n1. Reaction SMILES: [Br:1][c:2]1[cH:3][cH:4][c:5]([NH:8][C:9]([NH:10][c:11]2[s:12][cH:13][c:14]([C:16]([C:17](=[O:18])[O:19][CH2:20][CH3:21])=[O:22])[n:15]2)=[O:23])[cH:6][cH:7]1.[CH3:38][CH2:39][OH:40].[Cl-:35].[NH3:37].[NH4+:36].[S:24]1[C:25](=[S:26])[N:27]([CH2:31][C:32](=[O:33])[OH:34])[C:28](=[O:29])[CH2:30]1>>[Br:1][c:2]1[cH:3][cH:4][c:5]([NH:8][C:9]([NH:10][c:11]2[s:12][cH:13][c:14]([C:16]([C:17](=[O:18])[O:19][CH2:20][CH3:21])=[C:30]3[S:24][C:25](=[S:26])[N:27]([CH2:31][C:32](=[O:33])[OH:34])[C:28]3=[O:29])[n:15]2)=[O:23])[cH:6][cH:7]1. Reactants: O=C1CCC(=O)N1Br, COC(=O)c1cc2ccc(OC)cc2[nH]1, CN(C)C=O, O. Reaction SMILES: [Br:16][N:17]1[C:18](=[O:19])[CH2:20][CH2:21][C:22]1=[O:23].[CH3:1][O:2][C:3](=[O:4])[c:5]1[nH:6][c:7]2[cH:8][c:9]([O:14][CH3:15])[cH:10][cH:11][c:12]2[cH:13]1.[O:25]=[CH:26][N:27]([CH3:28])[CH3:29].[OH2:24]>>[CH3:1][O:2][C:3](=[O:4])[c:5]1[nH:6][c:7]2[cH:8][c:9]([O:14][CH3:15])[cH:10][cH:11][c:12]2[c:13]1[Br:16]. The product is COC(=O)c1[nH]c2cc(OC)ccc2c1Br.